This data is from the Open Reaction Database (ORD), a public repository of structured organic reaction records. The task is: describe an organic reaction: reactants, conditions, products, and yield The reactants are B(F)(F)F.CCOCC (BF3.OEt2), C(C)[SiH](CC)CC (triethylsilane), ClC1=C2C(=CN(C1=O)C)C(N(C2O)CCC2=NC1=CC=CC=C1C=C2)=O (7-Chloro-5-methyl-2-(2-quinolin-2-yl-ethyl)-1-hydroxyl-1,2-dihydro-5H-pyrrolo[3,4-c]pyridine-3,6-dione). The solvent is C(Cl)Cl (DCM). Reaction conditions: temperature 0 celsius, time 3 hour. Product: ClC1=C2C(=CN(C1=O)C)C(N(C2)CCC2=NC1=CC=CC=C1C=C2)=O (7-Chloro-5-methyl-2-(2-quinolin-2-yl-ethyl)-1,2-dihydro-5H-pyrrolo[3,4-c]pyridine-3,6-dione). The yield is 5.7%. RXN SMILES: B(F)(F)F.CCOCC.C([SiH](CC)CC)C.[Cl:17][C:18]1[C:23](=[O:24])[N:22]([CH3:25])[CH:21]=[C:20]2[C:26](=[O:42])[N:27]([CH2:30][CH2:31][C:32]3[CH:41]=[CH:40][C:39]4[C:34](=[CH:35][CH:36]=[CH:37][CH:38]=4)[N:33]=3)[CH:28](O)[C:19]=12>C(Cl)Cl>[Cl:17][C:18]1[C:23](=[O:24])[N:22]([CH3:25])[CH:21]=[C:20]2[C:26](=[O:42])[N:27]([CH2:30][CH2:31][C:32]3[CH:41]=[CH:40][C:39]4[C:34](=[CH:35][CH:36]=[CH:37][CH:38]=4)[N:33]=3)[CH2:28][C:19]=12 |f:0.1|. Procedure details: BF3.OEt2 (1.234 ml, 9.73 mmol) and triethylsilane (5.18 ml, 32.4 mmol) were added to a suspension of 7-Chloro-5-methyl-2-(2-quinolin-2-yl-ethyl)-1-hydroxyl-1,2-dihydro-5H-pyrrolo[3,4-c]pyridine-3,6-dione (1.2 g, 3.24 mmol, see Example c3.1)) in DCM (5 ml) at 0° C. and the reaction stirred at 0° C. for 3 h, which was then warmed to r.t. and stirred overnight. The solvent was removed and the resulting mixture was purified via preparative HPLC (Waters 2767 PHW003, eluent: MeCN/aqueous 0.05% solutio...